From a dataset of the Open Reaction Database (ORD), a public repository of structured organic reaction records. describe an organic reaction: reactants, conditions, products, and yield Starting materials: ClC=1C=C(C=CC1)NC1=NC=2N(C(=C1)NC1CCNCC1)N=CC2C=C2C(NC(N2)=O)=O (5-((5-(3-chlorophenylamino)-7-(piperidin-4-ylamino)pyrazolo[1,5-a]pyrimidin-3-yl)methylene)imidazolidine-2,4-dione), CC(=O)O (AcOH), C(C)=O (acetaldehyde), C(C)(=O)O[BH-](OC(C)=O)OC(C)=O.[Na+] (sodium triacetoxy borohydride). Run in C1CCOC1 (THF). Reaction conditions: time 0.5 hour. Yields the product ClC=1C=C(C=CC1)NC1=NC=2N(C(=C1)NC1CCN(CC1)CC)N=CC2C=C2C(NC(N2)=O)=O (5-((5-(3-chlorophenylamino)-7-(1-ethylpiperidin-4-ylamino)pyrazolo[1,5-a]pyrimidin-3-yl)methylene)imidazolidine-2,4-dione). RXN SMILES: [Cl:1][C:2]1[CH:3]=[C:4]([NH:8][C:9]2[CH:14]=[C:13]([NH:15][CH:16]3[CH2:21][CH2:20][NH:19][CH2:18][CH2:17]3)[N:12]3[N:22]=[CH:23][C:24]([CH:25]=[C:26]4[NH:30][C:29](=[O:31])[NH:28][C:27]4=[O:32])=[C:11]3[N:10]=2)[CH:5]=[CH:6][CH:7]=1.[CH3:33][C:34](O)=O.C(=O)C.C(O[BH-](OC(=O)C)OC(=O)C)(=O)C.[Na+]>C1COCC1>[Cl:1][C:2]1[CH:3]=[C:4]([NH:8][C:9]2[CH:14]=[C:13]([NH:15][CH:16]3[CH2:21][CH2:20][N:19]([CH2:33][CH3:34])[CH2:18][CH2:17]3)[N:12]3[N:22]=[CH:23][C:24]([CH:25]=[C:26]4[NH:30][C:29](=[O:31])[NH:28][C:27]4=[O:32])=[C:11]3[N:10]=2)[CH:5]=[CH:6][CH:7]=1 |f:3.4|. Reported procedure: To 5-((5-(3-chlorophenylamino)-7-(piperidin-4-ylamino)pyrazolo[1,5-a]pyrimidin-3-yl)methylene)imidazolidine-2,4-dione (30 mg, 0.06 mmol) in THF and AcOH (4.8 mg, 0.08 mmol) was added acetaldehyde (2.0 mL, 0.2 mmol) and sodium triacetoxy borohydride (85.0 mg, 0.4 mmol). The mixture was stirred at room temperature for 0.5 hour. The reaction mixture was concentrated, diluted with MeOH, and purified by prep HPLC to yield 5-((5-(3-chlorophenylamino)-7-(1-ethylpiperidin-4-ylamino)pyrazolo[1,5-a]pyrimi... Run at time 10 minute. As a reaction SMILES: [NH2:1][C:2]1[CH:3]=[CH:4][C:5]([C:8]([O:10][CH3:11])=[O:9])=[N:6][CH:7]=1.C(=O)([O-])[O-].[Cs+].[Cs+].FC(F)(F)S(O[CH2:24][C:25]([F:28])([F:27])[F:26])(=O)=O>CN(C=O)C.CCOC(C)=O>[CH3:11][O:10][C:8]([C:5]1[CH:4]=[CH:3][C:2]([NH:1][CH2:24][C:25]([F:28])([F:27])[F:26])=[CH:7][N:6]=1)=[O:9] |f:1.2.3|. Isolated yield 24.4%. Procedure details: Methyl 5-aminopyridine-2-carboxylate (Intermediate 168, 200 mg, 1.31 mmol) and cesium carbonate (642 mg, 1.97 mmol) were dissolved in anhydrous DMF (2 mL) and stirred under nitrogen for 10 min. 2,2,2-Trifluoroethyl trifluoromethanesulfonate (246 μL, 1.70 mmol) was added and the mixture was stirred at room temperature for 18 h. Further cesium carbonate (642 mg, 1.97 mmol) and 2,2,2-trifluoroethyl trifluoromethanesulfonate (246 μL, 1.70 mmol) were added and the mixture was stirred at 85 C for 6 h.... Yields the product COC(=O)C1=NC=C(C=C1)NCC(F)(F)F (5-(2,2,2-Trifluoro-ethylamino)-pyridine-2-carboxylic acid methyl ester). Solvent: CCOC(=O)C (EtOAc), CN(C)C=O (DMF). Reactants: C([O-])([O-])=O.[Cs+].[Cs+] (cesium carbonate), FC(S(=O)(=O)OCC(F)(F)F)(F)F (2,2,2-trifluoroethyl trifluoromethanesulfonate), FC(S(=O)(=O)OCC(F)(F)F)(F)F (2,2,2-Trifluoroethyl trifluoromethanesulfonate), NC=1C=CC(=NC1)C(=O)OC (Methyl 5-aminopyridine-2-carboxylate), NC=1C=CC(=NC1)C(=O)OC (Methyl 5-aminopyridine-2-carboxylate), C([O-])([O-])=O.[Cs+].[Cs+] (cesium carbonate). The reactants are ClC=1C=CC(=C(C1)C1=CC(N(C=C1OC)C(C(=O)NC1=C(C(=O)OCC)C=CC=C1)CC1CCOCC1)=O)C#N (ethyl ({2-[4-(5-chloro-2-cyanophenyl)-5-methoxy-2-oxopyridin-1(2H)-yl]-3-(tetrahydro-2H-pyran-4-yl)propanoyl}amino)benzoate), C([O-])([O-])=O.[Cs+].[Cs+] (caesium carbonate). Run in CO.O (methanol water). Product: ClC=1C=CC(=C(C1)C1=CC(N(C=C1OC)C(C(=O)NC1=CC=C(C(=O)O)C=C1)CC1CCOCC1)=O)C#N (4-({2-[4-(5-Chloro-2-cyanophenyl)-5-methoxy-2-oxopyridin-1(2H)-yl]-3-(tetrahydro-2H-pyran-4-yl)propanoyl}amino)benzoic acid). As a reaction SMILES: [Cl:1][C:2]1[CH:3]=[CH:4][C:5]([C:39]#[N:40])=[C:6]([C:8]2[C:13]([O:14][CH3:15])=[CH:12][N:11]([CH:16]([CH2:31][CH:32]3[CH2:37][CH2:36][O:35][CH2:34][CH2:33]3)[C:17]([NH:19][C:20]3[CH:30]=[CH:29][CH:28]=[CH:27][C:21]=3C(OCC)=O)=[O:18])[C:10](=[O:38])[CH:9]=2)[CH:7]=1.[C:41](=[O:44])([O-])[O-:42].[Cs+].[Cs+]>CO.O>[Cl:1][C:2]1[CH:3]=[CH:4][C:5]([C:39]#[N:40])=[C:6]([C:8]2[C:13]([O:14][CH3:15])=[CH:12][N:11]([CH:16]([CH2:31][CH:32]3[CH2:37][CH2:36][O:35][CH2:34][CH2:33]3)[C:17]([NH:19][C:20]3[CH:30]=[CH:29][C:28]([C:41]([OH:42])=[O:44])=[CH:27][CH:21]=3)=[O:18])[C:10](=[O:38])[CH:9]=2)[CH:7]=1 |f:1.2.3,4.5|. Procedure details: 1.07 g (1.89 mmol) of ethyl ({2-[4-(5-chloro-2-cyanophenyl)-5-methoxy-2-oxopyridin-1(2H)-yl]-3-(tetrahydro-2H-pyran-4-yl)propanoyl}amino)benzoate (racemate) in 24 ml of methanol/water (4/1) were reacted with 1.24 g (3.79 mmol) of caesium carbonate according to General Method 4. Yield: 1.24 g (purity 73%, 88% of theory) Starting materials: Cl.CN(CCCN=C=NCC)C (1-(3-dimethylaminopropyl)-3-ethylcarbodiimide hydrochloride), C(O)([O-])=O.[Na+] (sodium hydrogen carbonate), C(=O)(O)C=C1CCCC=2SC=CC21 (4-carboxymethylidene-4,5,6,7-tetrahydrobenzo[b]thiophene), C(CCC)N (n-butylamine), ON1N=NC2=C1C=CC=C2 (1-hydroxybenzotriazole). The solvent is CCOC(=O)C (AcOEt), CN(C=O)C (dimethylformamide). Conditions: time 5 hour. The product is C(CCC)NC(=O)C=C1CCCC=2SC=CC21 (4-(N-butylcarbamoyl)methylidene-4,5,6,7-tetrahydrobenzo[b]thiophene). As a reaction SMILES: [C:1]([CH:4]=[C:5]1[C:13]2[CH:12]=[CH:11][S:10][C:9]=2[CH2:8][CH2:7][CH2:6]1)([OH:3])=O.[CH2:14]([NH2:18])[CH2:15][CH2:16][CH3:17].ON1C2C=CC=CC=2N=N1.Cl.CN(C)CCCN=C=NCC.C(=O)([O-])O.[Na+]>CCOC(C)=O.CN(C)C=O>[CH2:14]([NH:18][C:1]([CH:4]=[C:5]1[C:13]2[CH:12]=[CH:11][S:10][C:9]=2[CH2:8][CH2:7][CH2:6]1)=[O:3])[CH2:15][CH2:16][CH3:17] |f:3.4,5.6|. Reported procedure: To a mixture of 4-carboxymethylidene-4,5,6,7-tetrahydrobenzo[b]thiophene (0.50 g), n-butylamine (0.28 ml), 1-hydroxybenzotriazole (0.43 g) and dimethylformamide (DMF) (5 ml) was added 1-(3-dimethylaminopropyl)-3-ethylcarbodiimide hydrochloride (0.54 g). The reaction mixture was stirred at r.t. for 5 hours and poured into a mixture of AcOEt and a saturated aqueous solution of sodium hydrogen carbonate (NaHCO3). The separated organic layer was washed with water and brine, and dried over MgSO4, and... Starting materials: [O-][Br+2]([O-])[O-], CC#N, OCc1ccc(F)cc1, [Na+], O. Product: O=C(O)c1ccc(F)cc1. Reaction SMILES: [Br+2:1]([O-:2])([O-:3])[O-:4].[C:16](#[N:17])[CH3:18].[F:6][c:7]1[cH:8][cH:9][c:10]([CH2:11][OH:12])[cH:13][cH:14]1.[Na+:5].[OH2:15]>>[O:2]=[C:11]([c:10]1[cH:9][cH:8][c:7]([F:6])[cH:14][cH:13]1)[OH:12]. The reactants are C(C)(C)(C)OC(=O)N1CCC(CC1)CC(=O)O ([1-(tert-butoxycarbonyl)-4-piperidinyl]acetic acid), C[Si](CCOCN1C(=NC=C1)CNCC=1N(C=CN1)COCC[Si](C)(C)C)(C)C (N,N-bis[(1-{[2-(trimethylsilyl)ethoxy]methyl}-1H-imidazol-2-yl)methyl]amine), C(C)N=C=NCCCN(C)C (1-ethyl-3-[3-(dimethylamino)propyl]carbodiimide), ON1N=NC2=C1C=CC=C2 (1-hydroxybenztriazole). Reagents/catalysts: CN(C1=CC=NC=C1)C (4-dimethylaminopyridine). Solvent: O (water), CN(C=O)C (dimethyl formamide). Reaction conditions: time 16 hour. Yields the product C[Si](CCOCN1C(=NC=C1)CN(C(CC1CCN(CC1)C(=O)OC(C)(C)C)=O)CC=1N(C=CN1)COCC[Si](C)(C)C)(C)C (tert-butyl 4-(2-{bis[(1-{[2-(trimethylsilyl)ethoxy]methyl}-1H-imidazol-2-yl)methyl]amino}-2-oxoethyl)-1-piperidine carboxylate). The yield is 15.9%. RXN SMILES: [C:1]([O:5][C:6]([N:8]1[CH2:13][CH2:12][CH:11]([CH2:14][C:15]([OH:17])=O)[CH2:10][CH2:9]1)=[O:7])([CH3:4])([CH3:3])[CH3:2].[CH3:18][Si:19]([CH3:46])([CH3:45])[CH2:20][CH2:21][O:22][CH2:23][N:24]1[CH:28]=[CH:27][N:26]=[C:25]1[CH2:29][NH:30][CH2:31][C:32]1[N:33]([CH2:37][O:38][CH2:39][CH2:40][Si:41]([CH3:44])([CH3:43])[CH3:42])[CH:34]=[CH:35][N:36]=1.C(N=C=NCCCN(C)C)C.ON1C2C=CC=CC=2N=N1>CN(C)C=O.CN(C)C1C=CN=CC=1.O>[CH3:18][Si:19]([CH3:46])([CH3:45])[CH2:20][CH2:21][O:22][CH2:23][N:24]1[CH:28]=[CH:27][N:26]=[C:25]1[CH2:29][N:30]([CH2:31][C:32]1[N:33]([CH2:37][O:38][CH2:39][CH2:40][Si:41]([CH3:44])([CH3:43])[CH3:42])[CH:34]=[CH:35][N:36]=1)[C:15](=[O:17])[CH2:14][CH:11]1[CH2:10][CH2:9][N:8]([C:6]([O:5][C:1]([CH3:2])([CH3:3])[CH3:4])=[O:7])[CH2:13][CH2:12]1. Reported procedure: Under an argon atmosphere at room temperature, [1-(tert-butoxycarbonyl)-4-piperidinyl]acetic acid (500 mg) and the compound 2 (899 mg) were dissolved in anhydrous dimethyl formamide (12 mL), and 1-ethyl-3-[3-(dimethylamino)propyl]carbodiimide (590 mg), 1-hydroxybenztriazole (417 mg) and 4-dimethylaminopyridine (377 mg) were added, followed by stirring at room temperature for 16 hours. After the addition of city water and stirring, the obtained solution was extracted three times with ethyl acetat... The reactants are CC(=O)[O-], CC(=O)[O-], CC(=O)[O-], C=C1OC(c2ccc(Cl)c(Cc3ccc(OCC)cc3)c2)C(OCc2ccccc2)C(OCc2ccccc2)C1OCc1ccccc1, ClCCl, CCOC(=O)C=[N+]=[N-], O, [Rh+3]. Yields the product CCOC(=O)C1CC12OC(c1ccc(Cl)c(Cc3ccc(OCC)cc3)c1)C(OCc1ccccc1)C(OCc1ccccc1)C2OCc1ccccc1. RXN SMILES: [C:61]([O-:62])(=[O:63])[CH3:64].[C:66]([O-:67])(=[O:68])[CH3:69].[C:70]([O-:71])(=[O:72])[CH3:73].[CH2:1]([c:2]1[cH:3][cH:4][cH:5][cH:6][cH:7]1)[O:8][CH:9]1[CH:10]([c:32]2[cH:33][c:34]([CH2:39][c:40]3[cH:41][cH:42][c:43]([O:46][CH2:47][CH3:48])[cH:44][cH:45]3)[c:35]([Cl:38])[cH:36][cH:37]2)[O:11][C:12](=[CH2:31])[CH:13]([O:23][CH2:24][c:25]2[cH:26][cH:27][cH:28][cH:29][cH:30]2)[CH:14]1[O:15][CH2:16][c:17]1[cH:18][cH:19][cH:20][cH:21][cH:22]1.[Cl:57][CH2:58][Cl:59].[N+:49](=[N-:50])=[CH:51][C:52](=[O:53])[O:54][CH2:55][CH3:56].[OH2:60].[Rh+3:65]>>[CH2:1]([c:2]1[cH:3][cH:4][cH:5][cH:6][cH:7]1)[O:8][CH:9]1[CH:10]([c:32]2[cH:33][c:34]([CH2:39][c:40]3[cH:41][cH:42][c:43]([O:46][CH2:47][CH3:48])[cH:44][cH:45]3)[c:35]([Cl:38])[cH:36][cH:37]2)[O:11][C:12]2([CH:13]([O:23][CH2:24][c:25]3[cH:26][cH:27][cH:28][cH:29][cH:30]3)[CH:14]1[O:15][CH2:16][c:17]1[cH:18][cH:19][cH:20][cH:21][cH:22]1)[CH2:31][CH:51]2[C:52](=[O:53])[O:54][CH2:55][CH3:56]. Starting materials: C(C)(=O)C1=CC2=C(N(C(C3=C(N=CC=C23)C)=O)C)C=C1OC[C@H](CC(C)C)N ((S)-9-acetyl-8-((2-amino-4-methylpentyl)oxy)-4,6 dimethylbenzo[c][2,7]naphthyridin-5(6H)-one), [BH4-].[Na+] (NaBH4). The product is N[C@H](COC=1C(=CC2=C(N(C(C3=C(N=CC=C23)C)=O)C)C1)C(C)O)CC(C)C (8-(((S)-2-amino-4-methylpentyl)oxy)-9-(1-hydroxyethyl)-4,6-dimethylbenzo[c][2,7]naphthyridin-5(6H)-one). Reaction conditions: time 16 hour. Isolated yield 30.4%. As a reaction SMILES: [C:1]([C:4]1[C:20]([O:21][CH2:22][C@@H:23]([NH2:28])[CH2:24][CH:25]([CH3:27])[CH3:26])=[CH:19][C:7]2[N:8]([CH3:18])[C:9](=[O:17])[C:10]3[C:15]([C:6]=2[CH:5]=1)=[CH:14][CH:13]=[N:12][C:11]=3[CH3:16])(=[O:3])[CH3:2].[BH4-].[Na+]>C(O)C>[NH2:28][C@@H:23]([CH2:24][CH:25]([CH3:27])[CH3:26])[CH2:22][O:21][C:20]1[C:4]([CH:1]([OH:3])[CH3:2])=[CH:5][C:6]2[C:15]3[C:10](=[C:11]([CH3:16])[N:12]=[CH:13][CH:14]=3)[C:9](=[O:17])[N:8]([CH3:18])[C:7]=2[CH:19]=1 |f:1.2|. Solvent: C(C)O (Ethanol). Procedure: To a solution of (S)-9-acetyl-8-((2-amino-4-methylpentyl)oxy)-4,6 dimethylbenzo[c][2,7]naphthyridin-5(6H)-one (100 mg, 0.257 mmol) in Ethanol (2 mL) was added NaBH4 (97 mg, 2.57 mmol) at 0° C. The reaction mixture was allowed to stir at RT for 16 h. Then, it was quenched with NH4Cl, diluted with water and extracted in ethyl acetate. The combined organic layers were dried over Na2SO4 and concentrated. The crude reaction mixture was purified by prep. HPLC which afforded 8-(((S)-2-amino-4-methylpen... Reactants: C(C)SC=1N(C(C2=C(N1)N=C(C=C2)C=O)=O)C2=CC=C(C=C2)OCC(F)(F)F (2-(ethylsulfanyl)-4-oxo-3-[4-(2,2,2-trifluoroethoxy)phenyl]-3,4-dihydropyrido[2,3-d]pyrimidine-7-carbaldehyde), CC(C)=CC (2-methylbut-2-ene), P(=O)(O)(O)[O-].[K+] (potassium dihydrogen phosphate), Cl.C(C)N=C=NCCCN(C)C (1-ethyl-3-(3-dimethylaminopropyl)carbodiimide hydrochloride), Cl (hydrochloric acid), Cl(=O)[O-].[Na+] (sodium chlorite), residue, [NH4+].ON1N=NC2=C1C=CC=C2 (1-hydroxybenzotriazole ammonium). Run in CC(C)(C)O.O (2-methyl-2-propanol water), O (water), O (water), CN(C=O)C (N,N-dimethylformamide). Reaction conditions: time 1 hour. The product is C(C)SC=1N(C(C2=C(N1)N=C(C=C2)C(=O)N)=O)C2=CC=C(C=C2)OCC(F)(F)F (2-(ethylsulfanyl)-4-oxo-3-[4-(2,2,2-trifluoroethoxy)phenyl]-3,4-dihydropyrido[2,3-d]pyrimidine-7-carboxamide). Yield: 25.3%. RXN SMILES: [CH2:1]([S:3][C:4]1[N:5]([C:17]2[CH:22]=[CH:21][C:20]([O:23][CH2:24][C:25]([F:28])([F:27])[F:26])=[CH:19][CH:18]=2)[C:6](=[O:16])[C:7]2[CH:13]=[CH:12][C:11]([CH:14]=[O:15])=[N:10][C:8]=2[N:9]=1)[CH3:2].CC(=CC)C.P([O-])(O)(O)=O.[K+].Cl([O-])=O.[Na+].Cl.[NH4+].O[N:47]1C2C=CC=CC=2N=N1.Cl.C(N=C=NCCCN(C)C)C>CN(C)C=O.O.CC(O)(C)C.O>[CH2:1]([S:3][C:4]1[N:5]([C:17]2[CH:22]=[CH:21][C:20]([O:23][CH2:24][C:25]([F:27])([F:28])[F:26])=[CH:19][CH:18]=2)[C:6](=[O:16])[C:7]2[CH:13]=[CH:12][C:11]([C:14]([NH2:47])=[O:15])=[N:10][C:8]=2[N:9]=1)[CH3:2] |f:2.3,4.5,7.8,9.10,13.14|. Reported procedure: To a mixture of 2-(ethylsulfanyl)-4-oxo-3-[4-(2,2,2-trifluoroethoxy)phenyl]-3,4-dihydropyrido[2,3-d]pyrimidine-7-carbaldehyde (299 mg), 2-methylbut-2-ene (387 mg), potassium dihydrogen phosphate (88 mg) and 2-methyl-2-propanol/water (4/1, 70 ml) was added sodium chlorite (232 mg) by small portions, and the mixture was stirred at room temperature for 1 hr. To the reaction mixture were added 1M hydrochloric acid and water under ice-cooling, and the mixture was extracted with tetrahydrofuran. The e...